This data is from the Open Reaction Database (ORD), a public repository of structured organic reaction records. The task is: describe an organic reaction: reactants, conditions, products, and yield The reactants are NC1CCC(CC1)C(=O)OCC (ethyl 4-aminocyclohexanecarboxylate), C1(=CC=CC=C1)C (toluene). Run in O (water). The product is C12NC(C(CC1)CC2)=O (2-azabicyclo[2.2.2]octan-3-one). The yield is 68.7%. Reaction SMILES: [NH2:1][CH:2]1[CH2:7][CH2:6][CH:5]([C:8]([O:10]CC)=O)[CH2:4][CH2:3]1.C1(C)C=CC=CC=1>O>[CH:2]12[CH2:7][CH2:6][CH:5]([CH2:4][CH2:3]1)[C:8](=[O:10])[NH:1]2. Procedure: A solution of ethyl 4-aminocyclohexanecarboxylate (0.6 g, 3.49 mmol), toluene (1 mL) in oil bath (170° C.) was heated for 2-3 h to dryness. After cooling to rt, the reaction mixture was diluted with water and extracted with ethyl acetate (3×30 mL). The combined organic layers were dried over Na2SO4. After filtration and concentration, 300 mg of the desired product was obtained by column chromatography purification. MS (ESI): 126 (MH+). Starting materials: ClC1=NC=CC(=N1)C=1C(=NN2C1C=CC=C2)C=2C=CC(=C(N)C2)OC (5-[3-(2-Chloro-4-pyrimidinyl)pyrazolo[1,5-a]pyridin-2-yl]-2-(methyloxy)aniline), C1=CSC(=C1)CC(=O)Cl (thiophene-2-acetyl chloride). Yields the product ClC1=NC=CC(=N1)C=1C(=NN2C1C=CC=C2)C=2C=CC(=C(C2)NC(CC=2SC=CC2)=O)OC (N-[5-[3-(2-Chloro-4-pyrimidinyl)pyrazolo[1,5-a]pyridin-2-yl]-2-(methyloxy)phenyl]-2-(2-thienyl)acetamide). The yield is 83.7%. Reaction SMILES: [Cl:1][C:2]1[N:7]=[C:6]([C:8]2[C:9]([C:17]3[CH:18]=[CH:19][C:20]([O:24][CH3:25])=[C:21]([CH:23]=3)[NH2:22])=[N:10][N:11]3[CH:16]=[CH:15][CH:14]=[CH:13][C:12]=23)[CH:5]=[CH:4][N:3]=1.[CH:26]1[CH:30]=[C:29]([CH2:31][C:32](Cl)=[O:33])[S:28][CH:27]=1>>[Cl:1][C:2]1[N:7]=[C:6]([C:8]2[C:9]([C:17]3[CH:18]=[CH:19][C:20]([O:24][CH3:25])=[C:21]([NH:22][C:32](=[O:33])[CH2:31][C:29]4[S:28][CH:27]=[CH:26][CH:30]=4)[CH:23]=3)=[N:10][N:11]3[CH:16]=[CH:15][CH:14]=[CH:13][C:12]=23)[CH:5]=[CH:4][N:3]=1. Procedure: 5-[3-(2-Chloro-4-pyrimidinyl)pyrazolo[1,5-a]pyridin-2-yl]-2-(methyloxy)aniline (400 mg, 1.14 mmol) and thiophene-2-acetyl chloride (148 mL, 1.50 mmol) were coupled according to the procedure of Example 56, Step G to give the desired product (454 mg, 84%). 1H NMR (400 MHz, d6-DMSO) δ 9.51 (s, 1H), 8.87 (D, J=7.2 Hz, 1H), 8.42-8.38 (m, 2H), 8.27 (s, 1H), 7.61 (d, J=8.0 Hz, 1H), 7.37-7.36 (m, 1H), 7.30 (dd, J=8.4 and 2.0 Hz, 1H), 7.19-7.16 (m, 2H), 7.09 (d, J=5.6 Hz, 1H), 6.96-6.94 (m, 2H), 3.98 (s... Yields the product CCc1cc(C(=O)c2ccccc2Cl)c(-n2c(CNC(=O)c3cc4ccccc4n3CC(=O)O)nnc2C2CCCCC2)s1. RXN SMILES: [CH3:49][CH2:50][OH:51].[Cl:1][c:2]1[c:3]([C:4](=[O:5])[c:6]2[c:7](-[n:13]3[c:14]([CH2:24][NH:25][C:26](=[O:27])[c:28]4[n:29]([CH2:37][C:38](=[O:39])[O:40][CH2:41][CH3:42])[c:30]5[cH:31][cH:32][cH:33][cH:34][c:35]5[cH:36]4)[n:15][n:16][c:17]3[CH:18]3[CH2:19][CH2:20][CH2:21][CH2:22][CH2:23]3)[s:8][c:9]([CH2:11][CH3:12])[cH:10]2)[cH:43][cH:44][cH:45][cH:46]1.[Na+:48].[OH-:47]>>[Cl:1][c:2]1[c:3]([C:4](=[O:5])[c:6]2[c:7](-[n:13]3[c:14]([CH2:24][NH:25][C:26](=[O:27])[c:28]4[n:29]([CH2:37][C:38](=[O:39])[OH:40])[c:30]5[cH:31][cH:32][cH:33][cH:34][c:35]5[cH:36]4)[n:15][n:16][c:17]3[CH:18]3[CH2:19][CH2:20][CH2:21][CH2:22][CH2:23]3)[s:8][c:9]([CH2:11][CH3:12])[cH:10]2)[cH:43][cH:44][cH:45][cH:46]1. The reactants are CCO, CCOC(=O)Cn1c(C(=O)NCc2nnc(C3CCCCC3)n2-c2sc(CC)cc2C(=O)c2ccccc2Cl)cc2ccccc21, [Na+], [OH-]. Reactants: CC=1N=CNC1 (4-methylimidazole), C([O-])([O-])=O.[K+].[K+] (potassium carbonate), [OH-].[K+] (potassium hydroxide), [Cl-] (chloride), BrCC(=O)OCC (ethyl 2-bromoacetate). The solvent is C(Cl)Cl (methylene chloride). Reaction conditions: temperature 0 celsius, time 18 hour. The product is CC=1N=CN(C1)CC(=O)OCC (ethyl 4-methylimidazol-1-ylacetate), CC1=CN=CN1CC(=O)OCC (ethyl 5-methylimidazol-1-ylacteate). The yield is 163.9%. As a reaction SMILES: [CH3:1][C:2]1[N:3]=[CH:4][NH:5][CH:6]=1.C(=O)([O-])[O-].[K+].[K+].[OH-].[K+].[Cl-].Br[CH2:17][C:18]([O:20][CH2:21][CH3:22])=[O:19]>C(Cl)Cl>[CH3:1][C:2]1[N:3]=[CH:4][N:5]([CH2:17][C:18]([O:20][CH2:21][CH3:22])=[O:19])[CH:6]=1.[CH3:1][C:2]1[N:3]([CH2:17][C:18]([O:20][CH2:21][CH3:22])=[O:19])[CH:4]=[N:5][CH:6]=1 |f:1.2.3,4.5|. Reported procedure: A mixture of 4-methylimidazole (8.2 g, 0.1M), anhydrous potassium carbonate (13.8 g, 0.1M), potassium hydroxide (5.6 g, 0.1 M) and tetrabutylammonuim chloride (1.13 g, 3.51 mM) in methylene chloride (170 ml) at 0° C. was treated with ethyl 2-bromoacetate (8.35 g, 50 mM). The mixture was stirred at 0° C. for 1 hour and at ambient temperature, for 18 hours. It was then filtered and evaporated to dryness. The product was purified on silica using ethylacetate as eluant to give ethyl 4-methylimidazol... Reactants: C(C)(C)N(C(C)C)CC (N,N-Diisopropylethyl amine), NC=1C=C(C(=O)O)C=C(C1)N (3,5-Diaminobenzoic acid), ester, 10K. Run in CN(C)C=O (DMF). Run at time 8 hour. Yields the product C(C1=CC=CC=C1)(=O)O (Benzoic Acid). Reaction SMILES: N[C:2]1[CH:3]=[C:4]([CH:8]=[C:9](N)[CH:10]=1)[C:5]([OH:7])=[O:6].C(N(CC)C(C)C)(C)C>CN(C=O)C>[C:5]([OH:7])(=[O:6])[C:4]1[CH:8]=[CH:9][CH:10]=[CH:2][CH:3]=1. Procedure details: 3,5-Diaminobenzoic acid (4.3 mg, 0.028 mmol, 0.40 equiv.) was dissolved in 10 mL of anhydrous DMF. To the solution was added H-PEOZ-p-NPC 10K (1.00 gm, 0.0692 mmol, 1.0 equiv.; an active NHS ester can also be used), followed by addition of N,N-Diisopropylethyl amine (DIPEA, 36.2 μL, 0.208 mmol, 3.0 equiv.). Following overnight stirring at room temperature, the solution was evaporated to dryness by rotary evaporation under vacuum at 50° C. The residue was dissolved in dichloromethane, and then pr... The reactants are ClC1=NC=C(C(=N1)N[C@H]1[C@H]([C@@H]2C=C[C@H]1C2)C(=O)N)Cl ((1S,2S,3R,4R)-3-(2,5-Dichloro-pyrimidin-4-ylamino)-bicyclo[2.2.1]hept-5-ene-2-carboxylic acid amide), NC1=CC2=C(CCN(CC2)CC(=O)N2CCN(CC2)C)C=C1OC (2-(7-Amino-8-methoxy-1,2,4,5-tetrahydro-3-benzazepin-3-yl)-1-(4-methyl-piperazin-1-yl)-ethanone). Yields the product ClC=1C(=NC(=NC1)NC1=CC2=C(CCN(CC2)CC(=O)N2CCN(CC2)C)C=C1OC)N[C@H]1[C@H]([C@@H]2C=C[C@H]1C2)C(=O)N ((1S,2S,3R,4R)-3-(5-Chloro-2-{8-methoxy-3-[2-(4-methyl-piperazin-1-yl)-2-oxo-ethyl]-2,3,4,5-tetrahydro-1H-3-benzazepin-7-ylamino}-pyrimidin-4-ylamino)-bicyclo[2.2.1]hept-5-ene-2-carboxylic acid amide). The yield is 32.0%. RXN SMILES: Cl[C:2]1[N:7]=[C:6]([NH:8][C@@H:9]2[C@@H:14]3[CH2:15][C@@H:11]([CH:12]=[CH:13]3)[C@@H:10]2[C:16]([NH2:18])=[O:17])[C:5]([Cl:19])=[CH:4][N:3]=1.[NH2:20][C:21]1[C:41]([O:42][CH3:43])=[CH:40][C:24]2[CH2:25][CH2:26][N:27]([CH2:30][C:31]([N:33]3[CH2:38][CH2:37][N:36]([CH3:39])[CH2:35][CH2:34]3)=[O:32])[CH2:28][CH2:29][C:23]=2[CH:22]=1>>[Cl:19][C:5]1[C:6]([NH:8][C@@H:9]2[C@@H:14]3[CH2:15][C@@H:11]([CH:12]=[CH:13]3)[C@@H:10]2[C:16]([NH2:18])=[O:17])=[N:7][C:2]([NH:20][C:21]2[C:41]([O:42][CH3:43])=[CH:40][C:24]3[CH2:25][CH2:26][N:27]([CH2:30][C:31]([N:33]4[CH2:34][CH2:35][N:36]([CH3:39])[CH2:37][CH2:38]4)=[O:32])[CH2:28][CH2:29][C:23]=3[CH:22]=2)=[N:3][CH:4]=1. Procedure: In an analogous manner to Example 1503, the product was prepared from (1S,2S,3R,4R)-3-(2,5-Dichloro-pyrimidin-4-ylamino)-bicyclo[2.2.1]hept-5-ene-2-carboxylic acid amide and 2-(7-Amino-8-methoxy-1,2,4,5-tetrahydro-3-benzazepin-3-yl)-1-(4-methyl-piperazin-1-yl)-ethanone. Product was isolated as a white foam (38 mg, 32%). mp: 190° C. (glass 140), MS (ESI+): 595.5 (M+H), 1H-NMR (CDCl3, 400 MHz) δ 8.20 (s, 1H), 7.91 (s, 1H), 7.42 (s, 1H), 6.65 (s, 1H), 6.57 (d, J=8 Hz, 1H), 5.60 (br s, 1H), 5.32 (s,...